From a dataset of the Open Reaction Database (ORD), a public repository of structured organic reaction records. describe an organic reaction: reactants, conditions, products, and yield Reactants: IC1=NN(C2=CC(=CC=C12)C=O)COCC[Si](C)(C)C (3-iodo-1-((2-(trimethylsilyl)ethoxy)methyl)-1H-indazole-6-carbaldehyde), C=CC1=CC=CC=C1 (styrene), C(C)(C)N(CC)C(C)C (diisopropylethylamine), CC1=C(C=CC=C1)P(C2=C(C=CC=C2)C)C3=C(C=CC=C3)C (P(o-tol)3). Reagents/catalysts: CC(=O)[O-].CC(=O)[O-].[Pd+2] (Pd(OAc)2). Solvent: CN(C)C=O (DMF). Run at temperature 100 celsius. Yields the product C(=C\C1=CC=CC=C1)/C1=NN(C2=CC(=CC=C12)C=O)COCC[Si](C)(C)C ((E)-3-styryl-1-((2-(trimethylsilyl)ethoxy)methyl)-1H-indazole-6-carbaldehyde). Yield: 66.8%. RXN SMILES: I[C:2]1[C:10]2[C:5](=[CH:6][C:7]([CH:11]=[O:12])=[CH:8][CH:9]=2)[N:4]([CH2:13][O:14][CH2:15][CH2:16][Si:17]([CH3:20])([CH3:19])[CH3:18])[N:3]=1.[CH2:21]=[CH:22][C:23]1[CH:28]=[CH:27][CH:26]=[CH:25][CH:24]=1.C(N(C(C)C)CC)(C)C.CC1C=CC=CC=1P(C1C=CC=CC=1C)C1C=CC=CC=1C>CC([O-])=O.CC([O-])=O.[Pd+2].CN(C=O)C>[CH:21](/[C:2]1[C:10]2[C:5](=[CH:6][C:7]([CH:11]=[O:12])=[CH:8][CH:9]=2)[N:4]([CH2:13][O:14][CH2:15][CH2:16][Si:17]([CH3:20])([CH3:19])[CH3:18])[N:3]=1)=[CH:22]\[C:23]1[CH:28]=[CH:27][CH:26]=[CH:25][CH:24]=1 |f:4.5.6|. Reported procedure: A solution of 3-iodo-1-((2-(trimethylsilyl)ethoxy)methyl)-1H-indazole-6-carbaldehyde (100 mg, 0.249 mmol), styrene (37 uL, 0.324 mmol), diisopropylethylamine (87 uL, 0.324 mmol) and DMF (2.5 mL) was purged with Ar gas for 20 min at which time Pd(OAc)2 (2.8 mg, 0.0125 mmol) and P(o-tol)3 (11 mg, 0.0374 mmol) were added and the reaction heated to 100° C. for 20 hours. The reaction was cooled to room temperature and partitioned between EtOAc and NH4Cl. The aqueous layer was extracted 3× with EtOAc ...